Dataset: the Open Reaction Database (ORD), a public repository of structured organic reaction records. Task: describe an organic reaction: reactants, conditions, products, and yield Reactants: NC=1C(=C(C(=C(C(=O)O)C1I)I)C(=O)NCC(C)O)I (5-amino-N-(2-hydroxypropyl)2,4,6-triiodoisophthalamic acid), C(CCCCC(=O)Cl)(=O)Cl (hexanedioic acid dichloride), product. Solvent: CC(=O)N(C)C (dimethylacetamide). Yields the product C(CCCCC(=O)NC=1C(=C(C(=C(C(=O)O)C1I)I)C(=O)NCC(C)O)I)(=O)NC=1C(=C(C(=C(C(=O)O)C1I)I)C(=O)NCC(C)O)I (5,5'-Hexanedioyldiimino-bis[N-(2-hydroxypropyl)2,4,6-triiodoisophthalamic Acid]). As a reaction SMILES: [NH2:1][C:2]1[C:3]([I:20])=[C:4]([C:13]([NH:15][CH2:16][CH:17]([OH:19])[CH3:18])=[O:14])[C:5]([I:12])=[C:6]([C:10]=1[I:11])[C:7]([OH:9])=[O:8].[C:21](Cl)(=[O:29])[CH2:22][CH2:23][CH2:24][CH2:25][C:26](Cl)=[O:27]>CC(N(C)C)=O>[C:21]([NH:1][C:2]1[C:3]([I:20])=[C:4]([C:13]([NH:15][CH2:16][CH:17]([OH:19])[CH3:18])=[O:14])[C:5]([I:12])=[C:6]([C:10]=1[I:11])[C:7]([OH:9])=[O:8])(=[O:29])[CH2:22][CH2:23][CH2:24][CH2:25][C:26]([NH:1][C:2]1[C:3]([I:20])=[C:4]([C:13]([NH:15][CH2:16][CH:17]([OH:19])[CH3:18])=[O:14])[C:5]([I:12])=[C:6]([C:10]=1[I:11])[C:7]([OH:9])=[O:8])=[O:27]. Reported procedure: Analogously to Example 10, 5-amino-N-(2-hydroxypropyl)2,4,6-triiodoisophthalamic acid is reacted with hexanedioic acid dichloride in dimethylacetamide and then worked up. The thus-obtained product melts at 284°-285° C., with decomposition. Starting materials: ClCCl, CO, C=Cc1ccc(C(=O)O)cc1, O=S(Cl)Cl. The product is C=Cc1ccc(C(=O)OC)cc1. Reaction SMILES: [CH2:18]([Cl:19])[Cl:20].[CH3:16][OH:17].[CH:1](=[CH2:2])[c:3]1[cH:4][cH:5][c:6]([C:7](=[O:8])[OH:9])[cH:10][cH:11]1.[S:12]([Cl:13])([Cl:14])=[O:15]>>[CH:1](=[CH2:2])[c:3]1[cH:4][cH:5][c:6]([C:7]([O:8][CH3:16])=[O:9])[cH:10][cH:11]1. The reactants are C(C)OC(=O)C1(CC1)C1=CC=C(C=C1)C1=CC=C(C=C1)C1=C(C(=NO1)C)N (1-[4′-(4-amino-3-methyl-isoxazol-5-yl)-biphenyl-4-yl]-cyclopropanecarboxylic acid ethyl ester), BrC1=NC(=CC=C1)OCC1CC1 (2-bromo-6-cyclopropylmethoxy-pyridine). Product: C(C)OC(=O)C1(CC1)C1=CC=C(C=C1)C1=CC=C(C=C1)C1=C(C(=NO1)C)NC1=NC(=CC=C1)OCC1CC1 (1-{4′-[4-(6-Cyclopropylmethoxy-pyridin-2-ylamino)-3-methyl-isoxazol-5-yl]-biphenyl-4-yl}-cyclopropanecarboxylic acid ethyl ester). As a reaction SMILES: [CH2:1]([O:3][C:4]([C:6]1([C:9]2[CH:14]=[CH:13][C:12]([C:15]3[CH:20]=[CH:19][C:18]([C:21]4[O:25][N:24]=[C:23]([CH3:26])[C:22]=4[NH2:27])=[CH:17][CH:16]=3)=[CH:11][CH:10]=2)[CH2:8][CH2:7]1)=[O:5])[CH3:2].Br[C:29]1[CH:34]=[CH:33][CH:32]=[C:31]([O:35][CH2:36][CH:37]2[CH2:39][CH2:38]2)[N:30]=1>>[CH2:1]([O:3][C:4]([C:6]1([C:9]2[CH:10]=[CH:11][C:12]([C:15]3[CH:20]=[CH:19][C:18]([C:21]4[O:25][N:24]=[C:23]([CH3:26])[C:22]=4[NH:27][C:29]4[CH:34]=[CH:33][CH:32]=[C:31]([O:35][CH2:36][CH:37]5[CH2:38][CH2:39]5)[N:30]=4)=[CH:17][CH:16]=3)=[CH:13][CH:14]=2)[CH2:8][CH2:7]1)=[O:5])[CH3:2]. Procedure details: Prepared according to the procedure described in Example 134, Step 3, using 1-[4′-(4-amino-3-methyl-isoxazol-5-yl)-biphenyl-4-yl]-cyclopropanecarboxylic acid ethyl ester and 2-bromo-6-cyclopropylmethoxy-pyridine. Starting materials: [Br-].C1(=CC=CC=C1)[P+](CCCCOC1=CC=CC=C1)(C1=CC=CC=C1)C1=CC=CC=C1 (triphenyl(4-phenoxybutyl)phosphonium bromide), C(CCC)[Li] (n-butyllithium), COC=1C=C(C=O)C=C(C1)OC (3,5-dimethoxybenzaldehyde). Run in CCOCC (ether). Yields the product COC=1C=C(C=C(C1)OC)C=CCCCOC1=CC=CC=C1 (1-(3,5-dimethoxyphenyl)-5-phenoxy-1-pentene). Yield: 60.0%. Reaction SMILES: [Br-].C1([P+](C2C=CC=CC=2)(C2C=CC=CC=2)[CH2:9][CH2:10][CH2:11][CH2:12][O:13][C:14]2[CH:19]=[CH:18][CH:17]=[CH:16][CH:15]=2)C=CC=CC=1.C([Li])CCC.[CH3:37][O:38][C:39]1[CH:40]=[C:41]([CH:44]=[C:45]([O:47][CH3:48])[CH:46]=1)[CH:42]=O>CCOCC>[CH3:48][O:47][C:45]1[CH:44]=[C:41]([CH:42]=[CH:9][CH2:10][CH2:11][CH2:12][O:13][C:14]2[CH:15]=[CH:16][CH:17]=[CH:18][CH:19]=2)[CH:40]=[C:39]([O:38][CH3:37])[CH:46]=1 |f:0.1|. Procedure: The triphenyl(4-phenoxybutyl)phosphonium bromide was converted to an ylide using n-butyllithium and refluxing with 3,5-dimethoxybenzaldehyde in ether for 3 hours gave 1-(3,5-dimethoxyphenyl)-5-phenoxy-1-pentene as a 2:1 mixture of E:Z isomers. Purification was by column chromatography and gave a 60% yield. Subsequently, hydrogenation of 1-(3,5-dimethyoxypheny)-5-phenoxy-1-pentene over palladium on carbon (10%) under 50 psi of hydrogen gas resulted in the quantitative reduction of the pentene car... Reactants: [BH4-], CCO, COC(=O)c1ccc(-c2ccc(C(C)(c3ccc(OCc4ccccn4)cn3)C(C)C)cc2)nn1, [Na+]. Yields the product CC(C)C(C)(c1ccc(-c2ccc(CO)nn2)cc1)c1ccc(OCc2ccccn2)cn1. As a reaction SMILES: [BH4-:1].[CH3:38][CH2:39][OH:40].[CH3:3][C:4]([CH:5]([CH3:6])[CH3:7])([c:8]1[n:9][cH:10][c:11]([O:14][CH2:15][c:16]2[n:17][cH:18][cH:19][cH:20][cH:21]2)[cH:12][cH:13]1)[c:22]1[cH:23][cH:24][c:25](-[c:28]2[cH:29][cH:30][c:31]([C:34](=[O:35])[O:36][CH3:37])[n:32][n:33]2)[cH:26][cH:27]1.[Na+:2]>>[CH3:3][C:4]([CH:5]([CH3:6])[CH3:7])([c:8]1[n:9][cH:10][c:11]([O:14][CH2:15][c:16]2[n:17][cH:18][cH:19][cH:20][cH:21]2)[cH:12][cH:13]1)[c:22]1[cH:23][cH:24][c:25](-[c:28]2[cH:29][cH:30][c:31]([CH2:34][OH:35])[n:32][n:33]2)[cH:26][cH:27]1.